This data is from the Open Reaction Database (ORD), a public repository of structured organic reaction records. The task is: describe an organic reaction: reactants, conditions, products, and yield The reactants are ClCCl, O=C(Cl)c1cc2ccc(C(F)(F)F)cc2s1, O=C(N1CCN(C2CNC2)CC1)C(F)(F)F. The product is O=C(c1cc2ccc(C(F)(F)F)cc2s1)N1CC(N2CCN(C(=O)C(F)(F)F)CC2)C1. As a reaction SMILES: [Cl:33][CH2:34][Cl:35].[F:1][C:2]([c:3]1[cH:4][cH:5][c:6]2[c:7]([s:8][c:9]([C:11](=[O:12])[Cl:13])[cH:10]2)[cH:14]1)([F:15])[F:16].[NH:17]1[CH2:18][CH:19]([N:21]2[CH2:22][CH2:23][N:24]([C:27]([C:28]([F:29])([F:30])[F:31])=[O:32])[CH2:25][CH2:26]2)[CH2:20]1>>[F:1][C:2]([c:3]1[cH:4][cH:5][c:6]2[c:7]([s:8][c:9]([C:11](=[O:12])[N:17]3[CH2:18][CH:19]([N:21]4[CH2:22][CH2:23][N:24]([C:27]([C:28]([F:29])([F:30])[F:31])=[O:32])[CH2:25][CH2:26]4)[CH2:20]3)[cH:10]2)[cH:14]1)([F:15])[F:16]. Reaction SMILES: [Br:1][CH:2]([CH2:3][CH2:4][CH2:5][OH:6])[CH2:7][C:8]([F:9])([F:10])[Br:11].[CH3:12][CH2:13][OH:14]>>[CH2:2]([CH2:3][CH2:4][CH2:5][OH:6])[CH2:7][C:8]([F:9])([F:10])[Br:11]. Reactants: OCCCC(Br)CC(F)(F)Br, CCO. Yields the product OCCCCCC(F)(F)Br. Procedure details: 6-chloro-1,2-dimethyl-2,3,4,9-tetrahydro-1H-pyrido[3,4-b]indole (85 mg, 0.36 mmol) was dissolved in DMF (6 mL). To this solution was added CuI (7 mg, 0.036 mmol), L-proline (8 mg, 0.073 mmol), K3PO4 (156 mg, 0.734 mmol). The reaction mixture was stirred for 10 min at room temperature followed by addition of 1-(1-bromoprop-1-en-2-yl)-4-methoxybenzene (100 mg, 0.44 mmol). The reaction mixture was heated at 80° C. for 18 h. Solvent was evaporated under reduced pressure, the residue was diluted with... Reactants: BrC=C(C)C1=CC=C(C=C1)OC (1-(1-bromoprop-1-en-2-yl)-4-methoxybenzene), ClC=1C=C2C3=C(NC2=CC1)C(N(CC3)C)C (6-chloro-1,2-dimethyl-2,3,4,9-tetrahydro-1H-pyrido[3,4-b]indole), N1[C@H](C(=O)O)CCC1 (L-proline), [O-]P(=O)([O-])[O-].[K+].[K+].[K+] (K3PO4). The product is ClC=1C=C2C3=C(N(C2=CC1)C=C(C)C1=CC=C(C=C1)OC)C(N(CC3)C)C (6-chloro-9-(2-(4-methoxyphenyl)prop-1-enyl)-1,2-dimethyl-2,3,4,9-tetrahydro-1H-pyrido[3,4-b]indole). The yield is 13.1%. Run in CN(C)C=O (DMF). RXN SMILES: [Cl:1][C:2]1[CH:3]=[C:4]2[C:8](=[CH:9][CH:10]=1)[NH:7][C:6]1[CH:11]([CH3:16])[N:12]([CH3:15])[CH2:13][CH2:14][C:5]2=1.N1CCC[C@H]1C(O)=O.[O-]P([O-])([O-])=O.[K+].[K+].[K+].Br[CH:34]=[C:35]([C:37]1[CH:42]=[CH:41][C:40]([O:43][CH3:44])=[CH:39][CH:38]=1)[CH3:36]>CN(C=O)C.[Cu]I>[Cl:1][C:2]1[CH:3]=[C:4]2[C:8](=[CH:9][CH:10]=1)[N:7]([CH:34]=[C:35]([C:37]1[CH:38]=[CH:39][C:40]([O:43][CH3:44])=[CH:41][CH:42]=1)[CH3:36])[C:6]1[CH:11]([CH3:16])[N:12]([CH3:15])[CH2:13][CH2:14][C:5]2=1 |f:2.3.4.5|. Reagents/catalysts: [Cu]I (CuI). Conditions: time 10 minute.